Dataset: the Open Reaction Database (ORD), a public repository of structured organic reaction records. Task: describe an organic reaction: reactants, conditions, products, and yield The reactants are P(OC1=CC=CC=C1)(OC1=CC=CC=C1)OC1=CC=CC=C1 (triphenyl phosphite), ClCl (Chlorine), P(OC1=CC=CC=C1)(OC1=CC=CC=C1)OC1=CC=CC=C1 (triphenyl phosphite), ClCl (chlorine). Run in C(C)#N (acetonitrile). Conditions: temperature 10 celsius. The product is P(OC1=CC=CC=C1)(OC1=CC=CC=C1)OC1=CC=CC=C1.ClCl (triphenyl phosphite chlorine). RXN SMILES: [Cl:1][Cl:2].[P:3]([O:18][C:19]1[CH:24]=[CH:23][CH:22]=[CH:21][CH:20]=1)([O:11][C:12]1[CH:17]=[CH:16][CH:15]=[CH:14][CH:13]=1)[O:4][C:5]1[CH:10]=[CH:9][CH:8]=[CH:7][CH:6]=1>C(#N)C>[P:3]([O:11][C:12]1[CH:17]=[CH:16][CH:15]=[CH:14][CH:13]=1)([O:18][C:19]1[CH:24]=[CH:23][CH:22]=[CH:21][CH:20]=1)[O:4][C:5]1[CH:6]=[CH:7][CH:8]=[CH:9][CH:10]=1.[Cl:1][Cl:2] |f:3.4|. Procedure details: Chlorine gas was bubbled into a mixture of 7.9 ml (30 mmol) of triphenyl phosphite in 45 ml of acetonitrile at -10° C. Because the mixture solidified it was allowed to warm to 10° C. whence the reaction mixture again liquified. The addition of chlorine gas was continued until a yellow color persisted in the mixture. Then 0.1 ml of triphenyl phosphite was added to decolorize th solution (about 30.4 mmol of the triphenyl phosphite-chlorine kinetic compound was formed). To this solution was added 5... The reactants are C(C)(=O)[O-].[Na+] (sodium acetate), S1C(=S)NC(=O)C1 (rhodanine), C1(=CC=CC2=CC=CC=C12)COC1=CC=C(C=O)C=C1 (4-[(naphth-1-yl)methoxy]benzaldehyde). The solvent is C(C)(=O)O (acetic acid). Yields the product C1(=CC=CC2=CC=CC=C12)COC1=CC=C(C=C1)C=C1C(NC(S1)=S)=O (5-[[4-[(naphth-1-yl)methoxy]phenyl]methylene]-2-thioxo-4-thiazolidinone). Reaction SMILES: [C:1]1([CH2:11][O:12][C:13]2[CH:20]=[CH:19][C:16]([CH:17]=O)=[CH:15][CH:14]=2)[C:10]2[C:5](=[CH:6][CH:7]=[CH:8][CH:9]=2)[CH:4]=[CH:3][CH:2]=1.C([O-])(=O)C.[Na+].[S:26]1[CH2:32][C:30](=[O:31])[NH:29][C:27]1=[S:28]>C(O)(=O)C>[C:1]1([CH2:11][O:12][C:13]2[CH:20]=[CH:19][C:16]([CH:17]=[C:32]3[S:26][C:27](=[S:28])[NH:29][C:30]3=[O:31])=[CH:15][CH:14]=2)[C:10]2[C:5](=[CH:6][CH:7]=[CH:8][CH:9]=2)[CH:4]=[CH:3][CH:2]=1 |f:1.2|. Procedure: Under a nitrogen atmosphere in a round bottom flask 4-[(naphth-1-yl)methoxy]benzaldehyde (5.25 g, 20 mmol) was dissolved in 100 ml of acetic acid. To this solution was added sodium acetate (5.74 g, 70 mmol) and rhodanine (2.66 g, 20 mmol). The reaction mixture was raised to the reflux temperature and maintained at this temperature. The progress of the reaction was monitored by thin layer chomratography. Reactants: CCc1ccc(I)c(CC(=O)O)c1, ClCCl, CN(C)C=O, O=S(Cl)Cl. Product: CCc1ccc(I)c(CC(=O)Cl)c1. As a reaction SMILES: [CH2:1]([CH3:2])[c:3]1[cH:4][cH:5][c:6]([I:13])[c:7]([CH2:9][C:10](=[O:11])[OH:12])[cH:8]1.[CH2:23]([Cl:24])[Cl:25].[O:14]=[CH:15][N:16]([CH3:17])[CH3:18].[S:19]([Cl:20])([Cl:21])=[O:22]>>[CH2:1]([CH3:2])[c:3]1[cH:4][cH:5][c:6]([I:13])[c:7]([CH2:9][C:10](=[O:11])[Cl:21])[cH:8]1. As a reaction SMILES: [CH3:1][N:2]1[C:6]([S:7][CH2:8][C:9]2[CH2:16][S:15][CH:14]3[N:11]([C:12](=[O:17])[CH2:13]3)[C:10]=2[C:18]([O:20]C(C2C=CC=CC=2)C2C=CC=CC=2)=[O:19])=[N:5][N:4]=[N:3]1.FC(F)(F)C(O)=O.C1(OC)C=CC=CC=1>>[CH3:1][N:2]1[C:6]([S:7][CH2:8][C:9]2[CH2:16][S:15][CH:14]3[N:11]([C:12](=[O:17])[CH2:13]3)[C:10]=2[C:18]([OH:20])=[O:19])=[N:5][N:4]=[N:3]1. Yields the product CN1N=NN=C1SCC1=C(N2C(CC2SC1)=O)C(=O)O (3-[[(1-methyl-1H-tetrazol-5-yl)thio]methyl]-8-oxo-5-thia-1-azabicyclo[4.2.0]oct-2-ene-2-carboxylic acid). Procedure details: The 7β-[[DL-[[[2,4-dioxo-1-imidazolidinyl)amino]carbonyl]amino]-2-thienylacetyl]amino]-3-[[(1-methyl-1H-tetrazol-5-yl)-thio]methyl]-8-oxo-5-thia-1-azabicyclo[4.2.0]oct-2-ene-2-carboxylic acid, diphenylmethyl ester obtained in Example 14 is treated with trifluoroacetic acid and anisole according to the procedure of Example 8, to obtain 7β-[[DL-[[[2,4-dioxo-1-imidazolidinyl)amino]carbonyl]amino]-2-thienylacetyl]-amino]-3-[[(1-methyl-1H-tetrazol-5-yl)thio]methyl]-8-oxo-5-thia-1-azabicyclo[4.2.0]oct... The reactants are 7β-[[DL-[[[2,4-dioxo-1-imidazolidinyl)amino]carbonyl]amino]-2-thienylacetyl]amino, CN1N=NN=C1SCC1=C(N2C(CC2SC1)=O)C(=O)OC(C1=CC=CC=C1)C1=CC=CC=C1 (3-[[(1-methyl-1H-tetrazol-5-yl)-thio]methyl]-8-oxo-5-thia-1-azabicyclo[4.2.0]oct-2-ene-2-carboxylic acid, diphenylmethyl ester), FC(C(=O)O)(F)F (trifluoroacetic acid), C1(=CC=CC=C1)OC (anisole).